From a dataset of the Open Reaction Database (ORD), a public repository of structured organic reaction records. describe an organic reaction: reactants, conditions, products, and yield Starting materials: ClC(=O)OCC(C)C (isobutyl chloroformate), S1C(=NC2=C1C=CC=C2)C(C)N (1-(2-benzothiazolyl)ethylamine), CN1CCCCC1 (N-methylpiperidine), C(C)(C)OC(=O)N[C@@H](C(C)C)C(=O)O (N-isopropoxycarbonyl-L-valine). The solvent is C(Cl)Cl (methylene chloride). Conditions: time 10 minute. The product is S1C(=NC2=C1C=CC=C2)C(C)NC([C@@H](NC(=O)OC(C)C)C(C)C)=O (N1 -[1-(2-Benzothiazolyl)ethyl]-N2 -isopropoxycarbonyl-L-valinamide), powder. Yield: 59.0%. As a reaction SMILES: CN1CCCCC1.[CH:8]([O:11][C:12]([NH:14][C@H:15]([C:19]([OH:21])=O)[CH:16]([CH3:18])[CH3:17])=[O:13])([CH3:10])[CH3:9].ClC(OCC(C)C)=O.[S:30]1[C:34]2[CH:35]=[CH:36][CH:37]=[CH:38][C:33]=2[N:32]=[C:31]1[CH:39]([NH2:41])[CH3:40]>C(Cl)Cl>[S:30]1[C:34]2[CH:35]=[CH:36][CH:37]=[CH:38][C:33]=2[N:32]=[C:31]1[CH:39]([NH:41][C:19](=[O:21])[C@H:15]([CH:16]([CH3:17])[CH3:18])[NH:14][C:12]([O:11][CH:8]([CH3:9])[CH3:10])=[O:13])[CH3:40]. Reported procedure: 0.3 g of N-methylpiperidine was added to a solution containing 0.6 g of N-isopropoxycarbonyl-L-valine dissolved in 40 mL of methylene chloride, at -20° C., and then the mixture was stirred for 10 minutes at the same temperature. 0.4 g of isobutyl chloroformate was added to the mixture at -40° C., and then stirred for 1 hour at -40° C. to -15° C. After 0.5 g of 1-(2-benzothiazolyl)ethylamine was added to this mixture at -60° C. and the refrigerant was put off, the reaction mixture was warmed natu... The reactants are [BH4-], CO, CC(C)CNC(=O)c1ccc2c(c1)C(C1CCCCC1)=NCC2, [Na+]. Product: CC(C)CNC(=O)c1ccc2c(c1)C(C1CCCCC1)NCC2. Reaction SMILES: [BH4-:24].[CH3:26][OH:27].[CH:1]1([C:7]2=[N:8][CH2:9][CH2:10][c:11]3[cH:12][cH:13][c:14]([C:17](=[O:18])[NH:19][CH2:20][CH:21]([CH3:22])[CH3:23])[cH:15][c:16]32)[CH2:2][CH2:3][CH2:4][CH2:5][CH2:6]1.[Na+:25]>>[CH:1]1([CH:7]2[NH:8][CH2:9][CH2:10][c:11]3[cH:12][cH:13][c:14]([C:17](=[O:18])[NH:19][CH2:20][CH:21]([CH3:22])[CH3:23])[cH:15][c:16]32)[CH2:2][CH2:3][CH2:4][CH2:5][CH2:6]1. Reactants: CC(C)(C)[Si](C)(C)OCCc1cc2ccccc2[nH]1, CN(C)CCN, Cc1ccccc1, [Cu]I, Ic1ccc(OCCCN2CCCC2)cc1, [K+], [K+], [K+], O=P([O-])([O-])[O-]. Product: CC(C)(C)[Si](C)(C)OCCc1cc2ccccc2n1-c1ccc(OCCCN2CCCC2)cc1. As a reaction SMILES: [C:1]([CH3:2])([CH3:3])([CH3:4])[Si:5]([O:6][CH2:7][CH2:8][c:9]1[nH:10][c:11]2[cH:12][cH:13][cH:14][cH:15][c:16]2[cH:17]1)([CH3:18])[CH3:19].[CH3:36][N:37]([CH3:38])[CH2:39][CH2:40][NH2:41].[CH3:50][c:51]1[cH:52][cH:53][cH:54][cH:55][cH:56]1.[Cu:57][I:58].[I:20][c:21]1[cH:22][cH:23][c:24]([O:25][CH2:26][CH2:27][CH2:28][N:29]2[CH2:30][CH2:31][CH2:32][CH2:33]2)[cH:34][cH:35]1.[K+:47].[K+:48].[K+:49].[P:42]([O-:43])([O-:44])([O-:45])=[O:46]>>[C:1]([CH3:2])([CH3:3])([CH3:4])[Si:5]([O:6][CH2:7][CH2:8][c:9]1[n:10](-[c:21]2[cH:22][cH:23][c:24]([O:25][CH2:26][CH2:27][CH2:28][N:29]3[CH2:30][CH2:31][CH2:32][CH2:33]3)[cH:34][cH:35]2)[c:11]2[cH:12][cH:13][cH:14][cH:15][c:16]2[cH:17]1)([CH3:18])[CH3:19]. Reactants: O=C1c2ccccc2C(=O)N1CC(Br)(c1ccccc1)C(Br)Br, C1CCC2=NCCCN2CC1, CS(C)=O. The product is O=C1c2ccccc2C(=O)N1CC(=C(Br)Br)c1ccccc1. RXN SMILES: [Br:1][CH:2]([C:3]([CH2:4][N:5]1[C:6](=[O:15])[c:7]2[c:8]([cH:11][cH:12][cH:13][cH:14]2)[C:9]1=[O:10])([c:16]1[cH:17][cH:18][cH:19][cH:20][cH:21]1)[Br:22])[Br:23].[CH2:24]1[CH2:25][CH2:26][C:27]2=[N:32][CH2:31][CH2:30][CH2:29][N:28]2[CH2:33][CH2:34]1.[CH3:35][S:36]([CH3:37])=[O:38]>>[Br:1][C:2](=[C:3]([CH2:4][N:5]1[C:6](=[O:15])[c:7]2[c:8]([cH:11][cH:12][cH:13][cH:14]2)[C:9]1=[O:10])[c:16]1[cH:17][cH:18][cH:19][cH:20][cH:21]1)[Br:23].